From a dataset of the Open Reaction Database (ORD), a public repository of structured organic reaction records. describe an organic reaction: reactants, conditions, products, and yield The reactants are BrC=1C=C(N2N=CN=C(C21)N)CN2CCN(CC2)C(C(F)(F)F)=O (5-bromo-7-{[4-(trifluoroacetyl)piperazin-1-yl]methyl}pyrrolo[2,1-f][1,2,4]triazin-4-amine), C(C1=CC=CC=C1)N1N=C2C=C(C=CC2=C1)B1OC(C(O1)(C)C)(C)C (2-benzyl-6-(4,4,5,5-tetramethyl-1,3,2-dioxaborolan-2-yl)-2H-indazole). The product is C(C1=CC=CC=C1)N1N=C2C=C(C=CC2=C1)C=1C=C(N2N=CN=C(C21)N)CN2CCN(CC2)C(C(F)(F)F)=O (5-(2-benzyl-2H-indazol-6-yl)-7-{[4-(trifluoroacetyl)piperazin-1-yl]methyl}pyrrolo[2,1-f][1,2,4]triazin-4-amine). The yield is 11.0%. As a reaction SMILES: Br[C:2]1[CH:3]=[C:4]([CH2:12][N:13]2[CH2:18][CH2:17][N:16]([C:19](=[O:24])[C:20]([F:23])([F:22])[F:21])[CH2:15][CH2:14]2)[N:5]2[C:10]=1[C:9]([NH2:11])=[N:8][CH:7]=[N:6]2.[CH2:25]([N:32]1[CH:40]=[C:39]2[C:34]([CH:35]=[C:36](B3OC(C)(C)C(C)(C)O3)[CH:37]=[CH:38]2)=[N:33]1)[C:26]1[CH:31]=[CH:30][CH:29]=[CH:28][CH:27]=1>>[CH2:25]([N:32]1[CH:40]=[C:39]2[C:34]([CH:35]=[C:36]([C:2]3[CH:3]=[C:4]([CH2:12][N:13]4[CH2:18][CH2:17][N:16]([C:19](=[O:24])[C:20]([F:23])([F:22])[F:21])[CH2:15][CH2:14]4)[N:5]4[C:10]=3[C:9]([NH2:11])=[N:8][CH:7]=[N:6]4)[CH:37]=[CH:38]2)=[N:33]1)[C:26]1[CH:31]=[CH:30][CH:29]=[CH:28][CH:27]=1. Procedure: In a manner similar to the procedure described for step 3 of Example 83 and using 5-bromo-7-{[4-(trifluoroacetyl)piperazin-1-yl]methyl}pyrrolo[2,1-f][1,2,4]triazin-4-amine and 2-benzyl-6-(4,4,5,5-tetramethyl-1,3,2-dioxaborolan-2-yl)-2H-indazole as starting materials, 14 mg, (11%) of the desired product was isolated. 1H NMR (400 MHz, CD2Cl2) δ 8.05 (s, 1 H) 7.89 (s, 1 H) 7.74-7.81 (m, 2 H) 7.32-7.42 (m, 5 H) 7.24 (dd, 1 H) 6.71 (s, 1 H) 5.80 (br, 2 H) 5.62 (s, 2 H), 4.00 (s, 2 H) 3.59-3.71 (m, 4 ... The reactants are COC=1C=C(C=CC1OC)C(C#N)(CCCCCN1CC2=CC(=C(C=C2CC1)OC)OCCN1C=NC=C1)SC1=CC=C(C=C1)C (α-(3,4-dimethoxyphenyl)-3,4-dihydro-7-[2-(1H-imidazol-1-yl)ethoxy]-6-methoxy-α-[(4-methylphenyl)thio]-2(1H)-isoquinolineheptanenitrile), Cl (hydrochloric acid). Solvent: C(C)OCC (diethyl ether), C(C)O (ethyl alcohol), C(C)O (ethyl alcohol). Reaction conditions: time 20 minute. The product is Cl.COC=1C=C(C=CC1OC)C(C#N)(CCCCCN1CC2=CC(=C(C=C2CC1)OC)OCCN1C=NC=C1)SC1=CC=C(C=C1)C (α-(3,4-Dimethoxyphenyl)-3,4-dihydro-7-[2-(1H-imidazol-1-yl)ethoxy]-6-methoxy-α-[(4-methylphenyl)thio]-2(1H)isoquinolineheptanenitrile hydrochloride). Reaction SMILES: [CH3:1][O:2][C:3]1[CH:4]=[C:5]([C:11]([S:39][C:40]2[CH:45]=[CH:44][C:43]([CH3:46])=[CH:42][CH:41]=2)([CH2:14][CH2:15][CH2:16][CH2:17][CH2:18][N:19]2[CH2:28][CH2:27][C:26]3[C:21](=[CH:22][C:23]([O:31][CH2:32][CH2:33][N:34]4[CH:38]=[CH:37][N:36]=[CH:35]4)=[C:24]([O:29][CH3:30])[CH:25]=3)[CH2:20]2)[C:12]#[N:13])[CH:6]=[CH:7][C:8]=1[O:9][CH3:10].[ClH:47]>C(OCC)C.C(O)C>[ClH:47].[CH3:1][O:2][C:3]1[CH:4]=[C:5]([C:11]([S:39][C:40]2[CH:41]=[CH:42][C:43]([CH3:46])=[CH:44][CH:45]=2)([CH2:14][CH2:15][CH2:16][CH2:17][CH2:18][N:19]2[CH2:28][CH2:27][C:26]3[C:21](=[CH:22][C:23]([O:31][CH2:32][CH2:33][N:34]4[CH:38]=[CH:37][N:36]=[CH:35]4)=[C:24]([O:29][CH3:30])[CH:25]=3)[CH2:20]2)[C:12]#[N:13])[CH:6]=[CH:7][C:8]=1[O:9][CH3:10] |f:4.5|. Reported procedure: To a solution of 0.8 g of α-(3,4-dimethoxyphenyl)-3,4-dihydro-7-[2-(1H-imidazol-1-yl)ethoxy]-6-methoxy-α-[(4-methylphenyl)thio]-2(1H)-isoquinolineheptanenitrile in 100 mL of diethyl ether and 5 mL of ethyl alcohol is added 0.83 mL of 4.5M hydrochloric acid in ethyl alcohol. The solution is stirred for 20 minutes and the white precipitate is collected and washed three times with small portions of diethyl ether. The solid is dried in vacuo affording 0.84 g of the desired product as a white solid. Reactants: O=C(C=Cc1ccncc1)c1cc(Br)ccc1O, CCO, CCOC(C)=O, [Na+], [OH-], O. The product is O=C1CC(c2ccncc2)Oc2ccc(Br)cc21. RXN SMILES: [Br:1][c:2]1[cH:3][cH:4][c:5]([OH:18])[c:6]([C:8]([CH:9]=[CH:10][c:11]2[cH:12][cH:13][n:14][cH:15][cH:16]2)=[O:17])[cH:7]1.[CH3:21][CH2:22][OH:23].[CH3:25][CH2:26][O:27][C:28]([CH3:29])=[O:30].[Na+:20].[OH-:19].[OH2:24]>>[Br:1][c:2]1[cH:3][cH:4][c:5]2[c:6]([cH:7]1)[C:8](=[O:17])[CH2:9][CH:10]([c:11]1[cH:12][cH:13][n:14][cH:15][cH:16]1)[O:18]2. The reactants are CN(C)Cc1cccc(Br)c1, C=CC(=O)OCC, CC(=O)[O-], CC(=O)[O-], [Pd+2], Cc1ccccc1P(c1ccccc1C)c1ccccc1C. Yields the product CCOC(=O)C=Cc1cccc(CN(C)C)c1. Reaction SMILES: [Br:1][c:2]1[cH:3][c:4]([CH2:5][N:6]([CH3:7])[CH3:8])[cH:9][cH:10][cH:11]1.[C:12]([CH:13]=[CH2:14])(=[O:15])[O:16][CH2:17][CH3:18].[O-:42][C:43]([CH3:44])=[O:45].[O-:46][C:47]([CH3:48])=[O:49].[Pd+2:41].[c:19]1([CH3:20])[cH:21][cH:22][cH:23][cH:24][c:25]1[P:26]([c:27]1[cH:28][cH:29][cH:30][cH:31][c:32]1[CH3:33])[c:34]1[cH:35][cH:36][cH:37][cH:38][c:39]1[CH3:40]>>[c:2]1([CH:14]=[CH:13][C:12](=[O:15])[O:16][CH2:17][CH3:18])[cH:3][c:4]([CH2:5][N:6]([CH3:7])[CH3:8])[cH:9][cH:10][cH:11]1.